This data is from the Open Reaction Database (ORD), a public repository of structured organic reaction records. The task is: describe an organic reaction: reactants, conditions, products, and yield Reactants: C1(=CC=CC=C1)C(C1=CC=CC=C1)Cl (diphenylmethyl chloride), C([O-])([O-])=O.[K+].[K+] (potassium carbonate), Cl.NC1=C(C=C(C(=O)C2=CN(C3=CC=CC=C23)CCCC(=O)OCC)C=C1)OCCCN1CCN(CC1)C1=C(C=CC=C1)OC (Ethyl 4-{3-{4-amino-3-{3-[4-(2-methoxyphenyl)piperazin-1-yl]propoxy}benzoyl}indol-1-yl}butanoate hydrochloride). Procedure: Ethyl 4-{3-{4-amino-3-{3-[4-(2-methoxyphenyl)piperazin-1-yl]propoxy}benzoyl}indol-1-yl}butanoate hydrochloride (2.0 g) was dissolved in N,N-dimethylformamide (10 ml), and diphenylmethyl chloride (1.2 ml) and potassium carbonate (1.3 g) were added to the solution. The mixture was stirred at 90° C. for five hours. The reaction mixture was cooled and diluted with ethyl acetate (200 ml). The resultant mixture was sequentially washed with water and saturated brine, and dried and evaporated under redu... The solvent is C(C)(=O)OCC (ethyl acetate), CN(C=O)C (N,N-dimethylformamide). As a reaction SMILES: Cl.[NH2:2][C:3]1[CH:27]=[CH:26][C:6]([C:7]([C:9]2[C:17]3[C:12](=[CH:13][CH:14]=[CH:15][CH:16]=3)[N:11]([CH2:18][CH2:19][CH2:20][C:21]([O:23][CH2:24][CH3:25])=[O:22])[CH:10]=2)=[O:8])=[CH:5][C:4]=1[O:28][CH2:29][CH2:30][CH2:31][N:32]1[CH2:37][CH2:36][N:35]([C:38]2[CH:43]=[CH:42][CH:41]=[CH:40][C:39]=2[O:44][CH3:45])[CH2:34][CH2:33]1.[C:46]1([CH:52](Cl)[C:53]2[CH:58]=[CH:57][CH:56]=[CH:55][CH:54]=2)[CH:51]=[CH:50][CH:49]=[CH:48][CH:47]=1.C(=O)([O-])[O-].[K+].[K+]>CN(C)C=O.C(OCC)(=O)C>[C:46]1([CH:52]([NH:2][C:3]2[CH:27]=[CH:26][C:6]([C:7]([C:9]3[C:17]4[C:12](=[CH:13][CH:14]=[CH:15][CH:16]=4)[N:11]([CH2:18][CH2:19][CH2:20][C:21]([O:23][CH2:24][CH3:25])=[O:22])[CH:10]=3)=[O:8])=[CH:5][C:4]=2[O:28][CH2:29][CH2:30][CH2:31][N:32]2[CH2:37][CH2:36][N:35]([C:38]3[CH:43]=[CH:42][CH:41]=[CH:40][C:39]=3[O:44][CH3:45])[CH2:34][CH2:33]2)[C:53]2[CH:54]=[CH:55][CH:56]=[CH:57][CH:58]=2)[CH:51]=[CH:50][CH:49]=[CH:48][CH:47]=1 |f:0.1,3.4.5|. Conditions: temperature 90 celsius, time 5 hour. Yields the product C1(=CC=CC=C1)C(C1=CC=CC=C1)NC1=C(C=C(C(=O)C2=CN(C3=CC=CC=C23)CCCC(=O)OCC)C=C1)OCCCN1CCN(CC1)C1=C(C=CC=C1)OC (ethyl 4-{3-{4-diphenylmethylamino-3-{3-[4-(2-methoxyphenyl)piperazin-1-yl]propoxy}benzoyl}indol-1-yl}butanoate). Reactants: ice, [Cl-].[Li+] (Lithium chloride), O (water), ClC1=CC=C2C=CC(=NC2=N1)N1C(C2=CC=CC=C2C1=O)C(C(=O)OC)C(CC1=CC=CC=C1)=O (methyl 2-[2-(7-chloro-1,8-naphthyridin-2-yl)-3-oxo-1-isoindolinyl]-3-oxo-4-phenylbutanoate). Solvent: CS(=O)C (dimethyl sulphoxide). Conditions: time 15 minute. The product is ClC1=CC=C2C=CC(=NC2=N1)N1C(C2=CC=CC=C2C1CC(CC1=CC=CC=C1)=O)=O (2-(7-chloro-1,8-naphthyridin-2-yl)-3-(3-phenyl-2-oxopropyl)-1-isoindolinone). Yield: 45.4%. As a reaction SMILES: [Cl-].[Li+].O.[Cl:4][C:5]1[N:14]=[C:13]2[C:8]([CH:9]=[CH:10][C:11]([N:15]3[C:23](=[O:24])[C:22]4[C:17](=[CH:18][CH:19]=[CH:20][CH:21]=4)[CH:16]3[CH:25]([C:30](=[O:38])[CH2:31][C:32]3[CH:37]=[CH:36][CH:35]=[CH:34][CH:33]=3)C(OC)=O)=[N:12]2)=[CH:7][CH:6]=1>CS(C)=O>[Cl:4][C:5]1[N:14]=[C:13]2[C:8]([CH:9]=[CH:10][C:11]([N:15]3[CH:16]([CH2:25][C:30](=[O:38])[CH2:31][C:32]4[CH:37]=[CH:36][CH:35]=[CH:34][CH:33]=4)[C:17]4[C:22](=[CH:21][CH:20]=[CH:19][CH:18]=4)[C:23]3=[O:24])=[N:12]2)=[CH:7][CH:6]=1 |f:0.1|. Reported procedure: Lithium chloride (4.2 g) and water (1.8 cc) are added at a temperature in the region of 20° C. to a solution, maintained under an argon atmosphere, of methyl 2-[2-(7-chloro-1,8-naphthyridin-2-yl)-3-oxo-1-isoindolinyl]-3-oxo-4-phenylbutanoate (3 g) in dimethyl sulphoxide (230 cc), and the reaction mixture is heated to reflux for 45 minute$. After the mixture is cooled to a temperature in the region of 40° C., ice-cold water (1500 cc) is added. After 15 minutes.varies. stirring, the solid which pr... The reactants are N1=CC(=CC=C1)NC([C@H](C(C)(C)C)NC(=O)OC(C)(C)C)=O ((2S)-2-tert-butoxycarbonylamino-3,3-dimethylbutanoic acid 3-pyridylamide), Cl (HCl). Solvent: ClCCl (dichloromethane), O1CCOCC1 (dioxane). Conditions: temperature 25 celsius, time 3 hour. The product is Cl.Cl.N1=CC(=CC=C1)NC([C@H](C(C)(C)C)N)=O ((2S)-2-amino-3,3-dimethylbutanoic acid 3-pyridylamide dihydrochloride). Yield: 94.0%. Reaction SMILES: [N:1]1[CH:6]=[CH:5][CH:4]=[C:3]([NH:7][C:8](=[O:22])[C@@H:9]([NH:14]C(OC(C)(C)C)=O)[C:10]([CH3:13])([CH3:12])[CH3:11])[CH:2]=1.[ClH:23]>ClCCl.O1CCOCC1>[ClH:23].[ClH:23].[N:1]1[CH:6]=[CH:5][CH:4]=[C:3]([NH:7][C:8](=[O:22])[C@@H:9]([NH2:14])[C:10]([CH3:11])([CH3:12])[CH3:13])[CH:2]=1 |f:4.5.6|. Procedure: To a solution of (2S)-2-tert-butoxycarbonylamino-3,3-dimethylbutanoic acid 3-pyridylamide (1.6 g, 5.21 mmol) in dichloromethane (10 mL) cooled at 0° C. is added 4 M HCl in dioxane (10 mL). The resulting solution is allowed to warm to 25° C. and is stirred for 3 h. The reaction mixture is concentrated and the solid is filtered to provide (2S)-2-amino-3,3-dimethylbutanoic acid 3-pyridylamide dihydrochloride (1.40 g, 94% yield) as a white solid. The reactants are NC1=C(C=C(C[C@H](C(=O)N2CCC(CC2)N2CCN(CC2)C)NC(=O)N2CCC(CC2)N2C(NC3=C(CC2)C=CC=C3)=O)C=C1C#C)Cl (4-(2-oxo-1,2,4,5-tetrahydro-benzo[d][1,3]diazepin-3-yl)-piperidine-1-carboxylic acid-{(R)-1-(4-amino-3-chloro-5-ethynyl-benzyl)-2-[4-(4-methyl-piperazin-1-yl)-piperidin-1-yl]-2-oxo-ethyl}-amide), C1(=CC=CC=C1)P(CCCP(C1=CC=CC=C1)C1=CC=CC=C1)C1=CC=CC=C1 (1,3-bis(diphenylphosphino)-propane). The reagents and catalysts are C1/C=C\CC/C=C\C1.C1/C=C\CC/C=C\C1.[Cl-].[Cl-].[Rh].[Rh] (bis(1,5-cyclooctadiene)-di-rhodium(I)-dichloride). Conditions: time 2 hour. Product: NC1=C(C=C(C[C@H](C(=O)N2CCC(CC2)N2CCN(CC2)C)NC(=O)N2CCC(CC2)N2C(NC3=C(CC2)C=CC=C3)=O)C=C1CC)Cl (4-(2-oxo-1,2,4,5-tetrahydro-benzo[d][1,3]diazepin-3-yl)-piperidine-1-carboxylic acid-{(R)-1-(4-amino-3-chloro-5-ethyl-benzyl)-2-[4-(4-methyl-piperazin-1-yl)-piperidin-1-yl]-2-oxo-ethyl}-amide). RXN SMILES: [NH2:1][C:2]1[C:45]([C:46]#[CH:47])=[CH:44][C:5]([CH2:6][C@@H:7]([NH:23][C:24]([N:26]2[CH2:31][CH2:30][CH:29]([N:32]3[CH2:38][CH2:37][C:36]4[CH:39]=[CH:40][CH:41]=[CH:42][C:35]=4[NH:34][C:33]3=[O:43])[CH2:28][CH2:27]2)=[O:25])[C:8]([N:10]2[CH2:15][CH2:14][CH:13]([N:16]3[CH2:21][CH2:20][N:19]([CH3:22])[CH2:18][CH2:17]3)[CH2:12][CH2:11]2)=[O:9])=[CH:4][C:3]=1[Cl:48].C1(P(C2C=CC=CC=2)CCCP(C2C=CC=CC=2)C2C=CC=CC=2)C=CC=CC=1>C1CC=CCCC=C1.C1CC=CCCC=C1.[Cl-].[Cl-].[Rh].[Rh]>[NH2:1][C:2]1[C:45]([CH2:46][CH3:47])=[CH:44][C:5]([CH2:6][C@@H:7]([NH:23][C:24]([N:26]2[CH2:27][CH2:28][CH:29]([N:32]3[CH2:38][CH2:37][C:36]4[CH:39]=[CH:40][CH:41]=[CH:42][C:35]=4[NH:34][C:33]3=[O:43])[CH2:30][CH2:31]2)=[O:25])[C:8]([N:10]2[CH2:15][CH2:14][CH:13]([N:16]3[CH2:17][CH2:18][N:19]([CH3:22])[CH2:20][CH2:21]3)[CH2:12][CH2:11]2)=[O:9])=[CH:4][C:3]=1[Cl:48] |f:2.3.4.5.6.7|. Procedure: 54 mg (73.0 mmol) 4-(2-oxo-1,2,4,5-tetrahydro-benzo[d][1,3]diazepin-3-yl)-piperidine-1-carboxylic acid-{(R)-1-(4-amino-3-chloro-5-ethynyl-benzyl)-2-[4-(4-methyl-piperazin-1-yl)-piperidin-1-yl]-2-oxo-ethyl}-amide, 10 mg (0.02 mmol) of bis(1,5-cyclooctadiene)-di-rhodium(I)-dichloride, 16.5 mg (0.04 mmol) 1,3-bis(diphenylphosphino)-propane were dissolved in 10 ml degassed methanol and 0.1 ml degassed triethylamine and then hydrogenated for 2 hours at ambient temperature and 3 bar hydrogen pressure.... Reactants: CN(C=CC1=C(C=CC=C1C(C1=CC=C(C=C1)OC)=O)[N+](=O)[O-])C (2-(2-dimethylaminoethenyl)-3-(4-methoxybenzoyl)nitrobenzene), [H][H] (hydrogen). Reagents/catalysts: [Pd] (palladium-on-charcoal). Run in C(C)(=O)OCC (ethyl acetate). Product: COC1=CC=C(C(=O)C2=C3C=CNC3=CC=C2)C=C1 (4-(4-methoxybenzoyl)indole). Yield: 73.5%. RXN SMILES: CN(C)[CH:3]=[CH:4][C:5]1[C:10]([C:11](=[O:20])[C:12]2[CH:17]=[CH:16][C:15]([O:18][CH3:19])=[CH:14][CH:13]=2)=[CH:9][CH:8]=[CH:7][C:6]=1[N+:21]([O-])=O.[H][H]>C(OCC)(=O)C.[Pd]>[CH3:19][O:18][C:15]1[CH:14]=[CH:13][C:12]([C:11]([C:10]2[CH:9]=[CH:8][CH:7]=[C:6]3[C:5]=2[CH:4]=[CH:3][NH:21]3)=[O:20])=[CH:17][CH:16]=1. Procedure: A solution of 32 g. (0.098 mole) of 2-(2-dimethylaminoethenyl)-3-(4-methoxybenzoyl)nitrobenzene in 200 ml of ethyl acetate was treated with 5 g of 10% palladium-on-charcoal, and the starting material reduced with hydrogen under 50 p.s.i.g. The mixture was then filtered, the filtrate taken to dryness, and the residue recrystallized from ethyl acetate to give 18.1 g of 4-(4-methoxybenzoyl)indole. Another sample, similarly prepared by reduction of the starting material with Raney nickel in ethanol,... The reactants are COc1cc2nccc(Oc3ccc(N)c(F)c3)c2cc1OC, CCN(C(C)C)C(C)C, ClC(Cl)Cl, O=C(OC(Cl)(Cl)Cl)OC(Cl)(Cl)Cl, Cc1nnc(N)s1, O. The product is COc1cc2nccc(Oc3ccc(NC(=O)Nc4nnc(C)s4)c(F)c3)c2cc1OC. RXN SMILES: [CH3:1][O:2][c:3]1[cH:4][c:5]2[c:6]([O:15][c:16]3[cH:17][c:18]([F:23])[c:19]([NH2:20])[cH:21][cH:22]3)[cH:7][cH:8][n:9][c:10]2[cH:11][c:12]1[O:13][CH3:14].[CH:24]([N:25]([CH:26]([CH3:27])[CH3:28])[CH2:29][CH3:30])([CH3:31])[CH3:32].[CH:52]([Cl:53])([Cl:54])[Cl:55].[Cl:33][C:34]([Cl:35])([O:36][C:37]([O:38][C:39]([Cl:40])([Cl:41])[Cl:42])=[O:43])[Cl:44].[NH2:45][c:46]1[s:47][c:48]([CH3:51])[n:49][n:50]1.[OH2:56]>>[CH3:1][O:2][c:3]1[cH:4][c:5]2[c:6]([O:15][c:16]3[cH:17][c:18]([F:23])[c:19]([NH:20][C:37](=[O:43])[NH:45][c:46]4[s:47][c:48]([CH3:51])[n:49][n:50]4)[cH:21][cH:22]3)[cH:7][cH:8][n:9][c:10]2[cH:11][c:12]1[O:13][CH3:14]. Starting materials: CN1CCN(Cc2ccc(C(=O)O)cc2)CC1, CCN=C=NCCCN(C)C, ClCCl, Cl, Nc1ccc(Oc2ccc3c(c2)CCC(c2ccc(F)cc2)O3)nc1, O. Product: CN1CCN(Cc2ccc(C(=O)Nc3ccc(Oc4ccc5c(c4)CCC(c4ccc(F)cc4)O5)nc3)cc2)CC1. RXN SMILES: [CH3:1][N:2]1[CH2:3][CH2:4][N:5]([CH2:8][c:9]2[cH:10][cH:11][c:12]([C:13](=[O:14])[OH:15])[cH:16][cH:17]2)[CH2:6][CH2:7]1.[CH3:44][N:45]([CH3:46])[CH2:47][CH2:48][CH2:49][N:50]=[C:51]=[N:52][CH2:53][CH3:54].[Cl:55][CH2:56][Cl:57].[ClH:43].[F:18][c:19]1[cH:20][cH:21][c:22]([CH:25]2[O:26][c:27]3[cH:28][cH:29][c:30]([O:35][c:36]4[cH:37][cH:38][c:39]([NH2:42])[cH:40][n:41]4)[cH:31][c:32]3[CH2:33][CH2:34]2)[cH:23][cH:24]1.[OH2:58]>>[CH3:1][N:2]1[CH2:3][CH2:4][N:5]([CH2:8][c:9]2[cH:10][cH:11][c:12]([C:13](=[O:15])[NH:42][c:39]3[cH:38][cH:37][c:36]([O:35][c:30]4[cH:29][cH:28][c:27]5[c:32]([cH:31]4)[CH2:33][CH2:34][CH:25]([c:22]4[cH:21][cH:20][c:19]([F:18])[cH:24][cH:23]4)[O:26]5)[n:41][cH:40]3)[cH:16][cH:17]2)[CH2:6][CH2:7]1. Starting materials: CCC(=O)Cl, CCN(C(C)C)C(C)C, ClCCl, Cl, O=c1[nH]nc(CC2CCNC2)n1-c1ccc(-c2ccc3occc3c2)cc1. As a reaction SMILES: [C:38]([CH2:39][CH3:40])(=[O:41])[Cl:42].[CH:29]([N:30]([CH2:31][CH3:32])[CH:33]([CH3:34])[CH3:35])([CH3:36])[CH3:37].[Cl:43][CH2:44][Cl:45].[ClH:1].[o:2]1[cH:3][cH:4][c:5]2[c:6]1[cH:7][cH:8][c:9](-[c:11]1[cH:12][cH:13][c:14](-[n:17]3[c:18](=[O:28])[nH:19][n:20][c:21]3[CH2:22][CH:23]3[CH2:24][NH:25][CH2:26][CH2:27]3)[cH:15][cH:16]1)[cH:10]2>>[o:2]1[cH:3][cH:4][c:5]2[c:6]1[cH:7][cH:8][c:9](-[c:11]1[cH:12][cH:13][c:14](-[n:17]3[c:18](=[O:28])[nH:19][n:20][c:21]3[CH2:22][CH:23]3[CH2:24][N:25]([C:38]([CH2:39][CH3:40])=[O:41])[CH2:26][CH2:27]3)[cH:15][cH:16]1)[cH:10]2. Yields the product CCC(=O)N1CCC(Cc2n[nH]c(=O)n2-c2ccc(-c3ccc4occc4c3)cc2)C1.